This data is from the Open Reaction Database (ORD), a public repository of structured organic reaction records. The task is: describe an organic reaction: reactants, conditions, products, and yield The reactants are BrCc1cscn1, O=C([O-])[O-], CCCc1cc2c(C(F)(F)F)c(C#N)ccc2[nH]1, CC#N, [Cs+], [Cs+]. Yields the product CCCc1cc2c(C(F)(F)F)c(C#N)ccc2n1Cc1cscn1. Reaction SMILES: [Br:25][CH2:26][c:27]1[n:28][cH:29][s:30][cH:31]1.[C:19](=[O:20])([O-:21])[O-:22].[CH2:1]([CH2:2][CH3:3])[c:4]1[nH:5][c:6]2[cH:7][cH:8][c:9]([C:17]#[N:18])[c:10]([C:13]([F:14])([F:15])[F:16])[c:11]2[cH:12]1.[CH3:32][C:33]#[N:34].[Cs+:23].[Cs+:24]>>[CH2:1]([CH2:2][CH3:3])[c:4]1[n:5]([CH2:26][c:27]2[n:28][cH:29][s:30][cH:31]2)[c:6]2[cH:7][cH:8][c:9]([C:17]#[N:18])[c:10]([C:13]([F:14])([F:15])[F:16])[c:11]2[cH:12]1. Reaction conditions: time 4 hour. The solvent is ethoxylated trimethyolpropane triacrylate. Reactants: N[C@@H](CCSC)C=O (Metal), N[C@@H](CCSC)C=O (Metal), O=C=NC1CC(CN=C=O)(CC(C1)(C)C)C (Isophorone diisocyanate), polyol, C(C=C)(=O)OCCO (hydroxyethyl acrylate), C(C=C)(=O)OCCO (hydroxyethyl acrylate). As a reaction SMILES: N[C@H:2]([CH:7]=[O:8])CCSC.[C:9]([O:13]CCO)(=[O:12])[CH:10]=[CH2:11].[O:17]=[C:18]=[N:19]C1CC(C)(C)CC(C)(CN=C=O)C1>[Zn]>[C:9]([OH:13])(=[O:12])[CH:10]=[CH2:11].[NH2:19][C:18]([O:8][CH2:7][CH3:2])=[O:17] |f:4.5|. Yields the product C(C=C)(=O)O.NC(=O)OCC (Urethane Acrylate). Reported procedure: Metal-containing polyol from Example 6 was used to prepare a zinc salt urethane diacrylate oligomer based on isophorone diisocyanate and hydroxyethyl acrylate. Isophorone diisocyanate (IPDI, 135.41 g) was added to the polyol which was diluted with 25% ethoxylated trimethyolpropane triacrylate (polyol, 2000.0 g; SR454, 100.0 g) over 2 hours at 60° C., followed by addition of hydroxyethyl acrylate (70.8 g). The reaction mixture was kept at 90° C. for 4 hour. A viscous liquid resin was obtained. Th... Reagents/catalysts: [Zn] (zinc). Reactants: O (water), C(C)(C)(C)OC(=O)N1[C@@H](CN(C[C@@H]1C)C(C1=CC=C(C=C1)C=1C=NC(=C(C1)O)N)=O)C ((2R,6S)-4-[4-(6-Amino-5-hydroxy-pyridin-3-yl)-benzoyl]-2,6-dimethyl-piperazine-1-carboxylic acid tert-butyl ester), BrCC1=C(C=CC=C1)C (1-bromomethyl-2-methyl-benzene), C(=O)([O-])[O-].[Cs+].[Cs+] (Cs2CO3). The solvent is CN(C)C=O (DMF). Conditions: time 8 hour. Product: NC1=C(C=C(C=N1)C1=CC=C(C=C1)C(=O)N1CC(NC(C1)C)C)OCC1=C(C=CC=C1)C ({4-[6-Amino-5-(2-methyl-benzyloxy)-pyridin-3-yl]-phenyl}-(3,5-dimethyl-piperazin-1-yl)-methanone). Isolated yield 47.5%. RXN SMILES: C(OC([N:8]1[C@@H:13]([CH3:14])[CH2:12][N:11]([C:15](=[O:30])[C:16]2[CH:21]=[CH:20][C:19]([C:22]3[CH:23]=[N:24][C:25]([NH2:29])=[C:26]([OH:28])[CH:27]=3)=[CH:18][CH:17]=2)[CH2:10][C@H:9]1[CH3:31])=O)(C)(C)C.Br[CH2:33][C:34]1[CH:39]=[CH:38][CH:37]=[CH:36][C:35]=1[CH3:40].C([O-])([O-])=O.[Cs+].[Cs+].O>CN(C=O)C>[NH2:29][C:25]1[N:24]=[CH:23][C:22]([C:19]2[CH:20]=[CH:21][C:16]([C:15]([N:11]3[CH2:10][CH:9]([CH3:31])[NH:8][CH:13]([CH3:14])[CH2:12]3)=[O:30])=[CH:17][CH:18]=2)=[CH:27][C:26]=1[O:28][CH2:33][C:34]1[CH:39]=[CH:38][CH:37]=[CH:36][C:35]=1[CH3:40] |f:2.3.4|. Procedure: To a mixture of (2R,6S)-4-[4-(6-Amino-5-hydroxy-pyridin-3-yl)-benzoyl]-2,6-dimethyl-piperazine-1-carboxylic acid tert-butyl ester (100 mg, 0.23 mmol) and 1-bromomethyl-2-methyl-benzene (47 mg, 0.25 mmol) in DMF (2 mL) was added 2 M Cs2CO3 (0.35 mL, 0.7 mmol) followed by water (0.5 mL). The mixture was stirred at room temperature overnight. LCMS showed the reaction was completed, DMF was removed, followed by addition of 4 N HCl in dioxane (2 mL) and the reaction was stirred at room temperature fo...